Dataset: the Open Reaction Database (ORD), a public repository of structured organic reaction records. Task: describe an organic reaction: reactants, conditions, products, and yield The reactants are O (water), OC=1C=C(C=C(C1)O[C@H](COC)C)C=1N(C(=CC1)C=1SC=CN1)C(=O)OC(C)(C)C (t-Butyl 2-{3-hydroxy-5-[(1S)-2-methoxy-1-methylethoxy]phenyl}-5-(1,3-thiazol-2-yl)-1H-pyrrole-1-carboxylate), FC=1C=C(C=CC1F)S(=O)(=O)NC (3,4-Difluoro-N-methylbenzenesulfonamide), C([O-])([O-])=O.[K+].[K+] (potassium carbonate). The solvent is CN(C=O)C (N,N-dimethylformamide). Reaction conditions: temperature 100 celsius, time 19 hour. Yields the product FC=1C=C(C=CC1OC1=CC(=CC(=C1)C=1NC(=CC1)C=1SC=CN1)O[C@H](COC)C)S(=O)(=O)NC (3-Fluoro-4-{3-[(1S)-2-methoxy-1-methylethoxy]-5-[5-(1,3-thiazol-2-yl)-1H-pyrrol-2-yl]phenoxy}-N-methylbenzenesulfonamide). Isolated yield 29.3%. As a reaction SMILES: [OH:1][C:2]1[CH:3]=[C:4]([C:14]2[N:15](C(OC(C)(C)C)=O)[C:16]([C:19]3[S:20][CH:21]=[CH:22][N:23]=3)=[CH:17][CH:18]=2)[CH:5]=[C:6]([O:8][C@@H:9]([CH3:13])[CH2:10][O:11][CH3:12])[CH:7]=1.[F:31][C:32]1[CH:33]=[C:34]([S:39]([NH:42][CH3:43])(=[O:41])=[O:40])[CH:35]=[CH:36][C:37]=1F.C(=O)([O-])[O-].[K+].[K+].O>CN(C)C=O>[F:31][C:32]1[CH:33]=[C:34]([S:39]([NH:42][CH3:43])(=[O:40])=[O:41])[CH:35]=[CH:36][C:37]=1[O:1][C:2]1[CH:3]=[C:4]([C:14]2[NH:15][C:16]([C:19]3[S:20][CH:21]=[CH:22][N:23]=3)=[CH:17][CH:18]=2)[CH:5]=[C:6]([O:8][C@@H:9]([CH3:13])[CH2:10][O:11][CH3:12])[CH:7]=1 |f:2.3.4|. Procedure details: t-Butyl 2-{3-hydroxy-5-[(1S)-2-methoxy-1-methylethoxy]phenyl}-5-(1,3-thiazol-2-yl)-1H-pyrrole-1-carboxylate (60.0 mg, 0.139 mmol) synthesized in Example (38d) and 3,4-difluoro-N-methylbenzenesulfonamide (47.4 mg, 0.229 mmol) synthesized in Example (58a) were dissolved in N,N-dimethylformamide (5.0 mL), and potassium carbonate (77.0 mg, 0.557 mmol) was added, followed by stirring at 100° C. for 19 hours under nitrogen atmosphere. The reaction solution was cooled to room temperature, water (20 mL)...